This data is from the Open Reaction Database (ORD), a public repository of structured organic reaction records. The task is: describe an organic reaction: reactants, conditions, products, and yield The reactants are C[Si](C)(C)N(C(C(F)(F)F)=O)[Si](C)(C)C (Bis (trimethylsilyl)trifluoroacetamide), N[C@H](C(=O)O)CC#N ((αS)-amino-3-cyanopropanoic acid), C(C1=CC=CC=C1)OC(=O)Cl (Benzylchloroformate). Solvent: C(C)#N (acetonitrile). Run at time 3 hour. Yields the product C1(=CC=CC=C1)COC(=O)N[C@H](C(=O)O)CC#N ((2S)-[[(Phenylmethoxy)carbonyl]amino]-3cyanopropanoic acid). RXN SMILES: C[Si](N([Si](C)(C)C)C(=O)C(F)(F)F)(C)C.[NH2:16][C@@H:17]([CH2:21][C:22]#[N:23])[C:18]([OH:20])=[O:19].[CH2:24]([O:31][C:32](Cl)=[O:33])[C:25]1[CH:30]=[CH:29][CH:28]=[CH:27][CH:26]=1>C(#N)C>[C:25]1([CH2:24][O:31][C:32]([NH:16][C@@H:17]([CH2:21][C:22]#[N:23])[C:18]([OH:20])=[O:19])=[O:33])[CH:30]=[CH:29][CH:28]=[CH:27][CH:26]=1. Procedure: Bis (trimethylsilyl)trifluoroacetamide (9.4 mL, 35 mmol.) was added to a suspension of (αS)-amino-3-cyanopropanoic acid (2.0 g., 17.5 mmol.) in 10 mL of dry acetonitrile and the reaction mixture was stirred for 3 hours. Benzylchloroformate (2.5 mL, 17.5 mmol) was added, the reaction mixture was stirred overnight, concentrated in vacuo, and dissolved in ethyl acetate (200 mL). The organic solution was washed with water (2 x) and brine, dried (Na2SO4), and concentrated in vacuo. Crystallization fr... Reactants: CC(=O)[O-], Cc1cnc(C=NO)c(C)c1, CCO, [NH4+], [NH4+], [OH-], [Zn]. Product: Cc1cnc(CN)c(C)c1. Reaction SMILES: [CH3:15][C:16](=[O:17])[O-:18].[CH3:1][c:2]1[c:3]([CH:9]=[N:10][OH:11])[n:4][cH:5][c:6]([CH3:8])[cH:7]1.[CH3:20][CH2:21][OH:22].[NH4+:13].[NH4+:14].[OH-:12].[Zn:19]>>[CH3:1][c:2]1[c:3]([CH2:9][NH2:10])[n:4][cH:5][c:6]([CH3:8])[cH:7]1.